describe an organic reaction: reactants, conditions, products, and yield From a dataset of the Open Reaction Database (ORD), a public repository of structured organic reaction records. The reactants are N1C(CCC(C2=C1C=CC=C2)=O)=O (3,4-dihydro-1H-1benzazepine-2,5-dione), CN(C=O)C (N,N-dimethylformamide), dimethylacetal. Run in C(C)OCC (diethylether). Conditions: temperature 90 celsius. The product is CN(C)C=C1C(NC2=C(C(C1)=O)C=CC=C2)=O ((Dimethylamino)methylene-3,4-dihydro-1H-1-benzazepine-2.5-dione). Isolated yield 79.0%. Reaction SMILES: [NH:1]1[C:7]2[CH:8]=[CH:9][CH:10]=[CH:11][C:6]=2[C:5](=[O:12])[CH2:4][CH2:3][C:2]1=[O:13].[CH3:14][N:15]([CH3:18])[CH:16]=O>C(OCC)C>[CH3:14][N:15]([CH:18]=[C:3]1[CH2:4][C:5](=[O:12])[C:6]2[CH:11]=[CH:10][CH:9]=[CH:8][C:7]=2[NH:1][C:2]1=[O:13])[CH3:16]. Procedure details: A mixture of 0.250 g (1.43 mmol) of 3,4-dihydro-1H-1benzazepine-2,5-dione and 5.5 ml (4.93 g, 41.5 mmol) of N,N-dimethylformamide, dimethylacetal is heated at 90° C. for 1.5 hour. The mixture is cooled, diluted with diethylether and filtered. The solid is washed well with diethylether and dried to give 0.26 g of tan crystals, m.p. 203°-205° C. Starting materials: CC(C)(C)OC(=O)N1CCC(c2ccc(CCOCc3ccccc3)nc2)C(O)C1, CC(=O)O, [H][H], C1CCOC1. Product: CC(C)(C)OC(=O)N1CCC(c2ccc(CCO)nc2)C(O)C1. Reaction SMILES: [CH2:1]([c:2]1[cH:3][cH:4][cH:5][cH:6][cH:7]1)[O:8][CH2:9][CH2:10][c:11]1[cH:12][cH:13][c:14]([CH:17]2[CH:18]([OH:30])[CH2:19][N:20]([C:23](=[O:24])[O:25][C:26]([CH3:27])([CH3:28])[CH3:29])[CH2:21][CH2:22]2)[cH:15][n:16]1.[CH3:31][C:32](=[O:33])[OH:34].[H:35][H:36].[O:37]1[CH2:38][CH2:39][CH2:40][CH2:41]1>>[OH:8][CH2:9][CH2:10][c:11]1[cH:12][cH:13][c:14]([CH:17]2[CH:18]([OH:30])[CH2:19][N:20]([C:23](=[O:24])[O:25][C:26]([CH3:27])([CH3:28])[CH3:29])[CH2:21][CH2:22]2)[cH:15][n:16]1. Starting materials: N#N (N2), [C@@H]([C@H](C(=O)[O-])O)(C(=O)[O-])O.[Na+].[K+] (Rochelle's salt), COC(=O)C=1OC(=CC1)CN1N=C(C=C1)[N+](=O)[O-] (5-(3-nitro-pyrazol-1-ylmethyl)-furan-2-carboxylic acid methyl ester), CC(C)C[AlH]CC(C)C (DiBAL), solution. Solvent: C1CCOC1 (THF), C1(=CC=CC=C1)C (toluene). Run at temperature -78 celsius, time 1 hour. Product: [N+](=O)([O-])C1=NN(C=C1)CC1=CC=C(O1)CO ([5-(3-Nitro-pyrazol-1-ylmethyl)-furan-2-yl]-methanol). RXN SMILES: N#N.C[O:4][C:5]([C:7]1[O:8][C:9]([CH2:12][N:13]2[CH:17]=[CH:16][C:15]([N+:18]([O-:20])=[O:19])=[N:14]2)=[CH:10][CH:11]=1)=O.CC(C[AlH]CC(C)C)C.[C@H](O)(C([O-])=O)[C@@H](O)C([O-])=O.[Na+].[K+]>C1COCC1.C1(C)C=CC=CC=1>[N+:18]([C:15]1[CH:16]=[CH:17][N:13]([CH2:12][C:9]2[O:8][C:7]([CH2:5][OH:4])=[CH:11][CH:10]=2)[N:14]=1)([O-:20])=[O:19] |f:3.4.5|. Procedure: In a flame dried round-bottomed flask equipped with a magnetic stir bar and under inert atmosphere (N2), a solution of 5-(3-nitro-pyrazol-1-ylmethyl)-furan-2-carboxylic acid methyl ester (25.40 g, 61.31 mmol) in THF (154.0 mL) was treated dropwise, at −78° C. with DiBAL (165.0 mL of a 1.7M solution in toluene, 245.22 mmol). The reaction mixture was stirred at −78° C. for 1 h and then allowed to warm up to rt. Sat. aq. Rochelle's salt (600 mL) was added and the reaction mixture was stirred at rt ... The reactants are Cc1cc([N+](=O)[O-])ccc1N=C=O, ClCC1(NC2CCCCC2)CCCC1, NCCCl, NCCO, O=S(Cl)Cl. The product is Cc1cc([N+](=O)[O-])ccc1N=C1OCC2(CCCC2)N1C1CCCCC1. Reaction SMILES: [CH3:27][c:28]1[c:29]([N:37]=[C:38]=[O:39])[cH:30][cH:31][c:32]([N+:34](=[O:35])[O-:36])[cH:33]1.[CH:9]1([NH:15][C:16]2([CH2:21][Cl:22])[CH2:17][CH2:18][CH2:19][CH2:20]2)[CH2:10][CH2:11][CH2:12][CH2:13][CH2:14]1.[Cl:23][CH2:24][CH2:25][NH2:26].[OH:1][CH2:2][CH2:3][NH2:4].[S:5]([Cl:6])([Cl:7])=[O:8]>>[CH:9]1([N:15]2[C:16]3([CH2:17][CH2:18][CH2:19][CH2:20]3)[CH2:21][O:39][C:38]2=[N:37][c:29]2[c:28]([CH3:27])[cH:33][c:32]([N+:34](=[O:35])[O-:36])[cH:31][cH:30]2)[CH2:10][CH2:11][CH2:12][CH2:13][CH2:14]1. Reactants: N1=CC=CC=C1 (pyridine), FC1=CC=C(C=C1)C(CNC(=O)C1CN(CCC1)C(=O)OC(C)(C)C)=O (tert-butyl 3-((2-(4-fluorophenyl)-2-oxoethyl)carbamoyl)piperidine-1-carboxylate), FC(S(=O)(=O)OS(=O)(=O)C(F)(F)F)(F)F (trifluoromethanesulfonic anhydride). The solvent is C(Cl)Cl (CH2Cl2), C(Cl)Cl (CH2Cl2). Reaction conditions: time 3 hour. The product is FC1=CC=C(C=C1)C1=CN=C(O1)C1CN(CCC1)C(=O)OC(C)(C)C (tert-butyl 3-(5-(4-fluorophenyl)oxazol-2-yl)piperidine-1-carboxylate). The yield is 31.6%. Reaction SMILES: N1C=CC=CC=1.[F:7][C:8]1[CH:13]=[CH:12][C:11]([C:14](=[O:32])[CH2:15][NH:16][C:17]([CH:19]2[CH2:24][CH2:23][CH2:22][N:21]([C:25]([O:27][C:28]([CH3:31])([CH3:30])[CH3:29])=[O:26])[CH2:20]2)=O)=[CH:10][CH:9]=1.FC(F)(F)S(OS(C(F)(F)F)(=O)=O)(=O)=O>C(Cl)Cl>[F:7][C:8]1[CH:13]=[CH:12][C:11]([C:14]2[O:32][C:17]([CH:19]3[CH2:24][CH2:23][CH2:22][N:21]([C:25]([O:27][C:28]([CH3:29])([CH3:30])[CH3:31])=[O:26])[CH2:20]3)=[N:16][CH:15]=2)=[CH:10][CH:9]=1. Procedure details: Dry pyridine (0.24 mL, 2.74 mmol) was added dropwise to a solution of tert-butyl 3-((2-(4-fluorophenyl)-2-oxoethyl)carbamoyl)piperidine-1-carboxylate (500 mg, 1.37 mmol) in dry CH2Cl2 (12 mL) at 0° C., followed by trifluoromethanesulfonic anhydride (0.5 mL, 2.74 mmol). The reaction mixture was allowed to warm up to room temperature and stirred for 3 h. The reaction mixture was diluted with CH2Cl2 and the organic layer was washed with water and brine, dried over anhydrous sodium sulfate, and conc...